From a dataset of the Open Reaction Database (ORD), a public repository of structured organic reaction records. describe an organic reaction: reactants, conditions, products, and yield The reactants are BrC1=C(C=CC=C1)C1(CCC1)C1N(CCC2=CC(=C(C=C12)OC)OC)C ((-)-1-[1-(2-bromophenyl)cyclobutyl]-6,7-dimethoxy-2-methyl-1,2,3,4-tetrahydroisoquinoline), Br (hydrobromic acid). The solvent is C(C)(=O)O (acetic acid). Product: Br.BrC1=C(C=CC=C1)C1(CCC1)C1N(CCC2=CC(=C(C=C12)O)O)C ((+)-1-[1-(2-bromo-phenyl)cyclobutyl] -6,7-dihydroxy-2-methyl-1,2,3,4-tetrahydroisoquinoline hydrobromide). As a reaction SMILES: [Br:1][C:2]1[CH:7]=[CH:6][CH:5]=[CH:4][C:3]=1[C:8]1([CH:12]2[C:21]3[C:16](=[CH:17][C:18]([O:24]C)=[C:19]([O:22]C)[CH:20]=3)[CH2:15][CH2:14][N:13]2[CH3:26])[CH2:11][CH2:10][CH2:9]1.Br>C(O)(=O)C>[BrH:1].[Br:1][C:2]1[CH:7]=[CH:6][CH:5]=[CH:4][C:3]=1[C:8]1([CH:12]2[C:21]3[C:16](=[CH:17][C:18]([OH:24])=[C:19]([OH:22])[CH:20]=3)[CH2:15][CH2:14][N:13]2[CH3:26])[CH2:11][CH2:10][CH2:9]1 |f:3.4|. Reported procedure: A mixture of (-)-1-[1-(2-bromophenyl)cyclobutyl]-6,7-dimethoxy-2-methyl-1,2,3,4-tetrahydroisoquinoline (1.46 g), 48% aqueous hydrobromic acid (20 ml) and glacial acetic acid (20 ml) was heated under reflux for 5 hours. The solvent was removed by evaporation and the residue dried by repeated azeotropic distillation with propan-2-ol. The residue was dissolved in propan-2-ol and precipitated with ether. The resulting solid was dried in vacuo at 45° C. to yield (+)-1-[1-(2-bromo-phenyl)cyclobutyl] -... Starting materials: ClCCl, CC(=O)OC(C)=O, CN(C)c1ccncc1, CCOC(C)=O, ClC(Cl)Cl, CC1C(O)C2CC(=O)N2C1C(=O)OC(c1ccccc1)c1ccccc1, c1ccncc1. The product is CC(=O)OC1C(C)C(C(=O)OC(c2ccccc2)c2ccccc2)N2C(=O)CC12. Reaction SMILES: [CH2:27]([Cl:28])[Cl:29].[CH3:36][C:37](=[O:38])[O:39][C:40](=[O:41])[CH3:42].[CH3:43][N:44]([CH3:45])[c:46]1[cH:47][cH:48][n:49][cH:50][cH:51]1.[CH3:52][CH2:53][O:54][C:55](=[O:56])[CH3:57].[CH:58]([Cl:59])([Cl:60])[Cl:61].[OH:1][CH:2]1[CH:3]([CH3:26])[CH:4]([C:10](=[O:11])[O:12][CH:13]([c:14]2[cH:15][cH:16][cH:17][cH:18][cH:19]2)[c:20]2[cH:21][cH:22][cH:23][cH:24][cH:25]2)[N:5]2[CH:6]1[CH2:7][C:8]2=[O:9].[cH:30]1[cH:31][cH:32][n:33][cH:34][cH:35]1>>[O:1]([CH:2]1[CH:3]([CH3:26])[CH:4]([C:10](=[O:11])[O:12][CH:13]([c:14]2[cH:15][cH:16][cH:17][cH:18][cH:19]2)[c:20]2[cH:21][cH:22][cH:23][cH:24][cH:25]2)[N:5]2[CH:6]1[CH2:7][C:8]2=[O:9])[C:37]([CH3:36])=[O:38]. The reactants are CCOC(=S)C(Cc1ccccc1)CC(C)(C)C, CO, [K+], [OH-]. Product: CC(C)(C)CC(Cc1ccccc1)C(O)=S. RXN SMILES: [CH2:1]([CH3:2])[O:3][C:4]([CH:5]([CH2:6][C:7]([CH3:8])([CH3:9])[CH3:10])[CH2:11][c:12]1[cH:13][cH:14][cH:15][cH:16][cH:17]1)=[S:18].[CH3:21][OH:22].[K+:20].[OH-:19]>>[OH:3][C:4]([CH:5]([CH2:6][C:7]([CH3:8])([CH3:9])[CH3:10])[CH2:11][c:12]1[cH:13][cH:14][cH:15][cH:16][cH:17]1)=[S:18]. The reactants are CC(=O)OC(C)=O, O=C(O)c1ccc(C2CCNCC2)cc1, c1ccncc1. Product: CC(=O)N1CCC(c2ccc(C(=O)O)cc2)CC1. Reaction SMILES: [CH3:16][C:17](=[O:18])[O:19][C:20](=[O:21])[CH3:22].[NH:1]1[CH2:2][CH2:3][CH:4]([c:7]2[cH:8][cH:9][c:10]([C:11](=[O:12])[OH:13])[cH:14][cH:15]2)[CH2:5][CH2:6]1.[cH:23]1[cH:24][cH:25][n:26][cH:27][cH:28]1>>[N:1]1([C:17]([CH3:16])=[O:18])[CH2:2][CH2:3][CH:4]([c:7]2[cH:8][cH:9][c:10]([C:11](=[O:12])[OH:13])[cH:14][cH:15]2)[CH2:5][CH2:6]1.